describe an organic reaction: reactants, conditions, products, and yield From a dataset of the Open Reaction Database (ORD), a public repository of structured organic reaction records. Reactants: COC1=CC=C(C=C1)O (4-methoxyphenol), C(=O)([O-])[O-].[K+].[K+] (K2CO3), C(C)(=O)OC(C)=O (acetic anhydride). The solvent is CC(=O)C (acetone). Product: COC1=CC=C(C=C1)OC(C)=O (Acetic acid 4-methoxy-phenyl ester). Yield: 103.5%. Reaction SMILES: [CH3:1][O:2][C:3]1[CH:8]=[CH:7][C:6]([OH:9])=[CH:5][CH:4]=1.C([O-])([O-])=O.[K+].[K+].[C:16](OC(=O)C)(=[O:18])[CH3:17]>CC(C)=O>[CH3:1][O:2][C:3]1[CH:8]=[CH:7][C:6]([O:9][C:16](=[O:18])[CH3:17])=[CH:5][CH:4]=1 |f:1.2.3|. Reported procedure: A mixture of 4-methoxyphenol (6.2 g, 50 mmol), K2CO3 (10 g, 72 mmol) and acetic anhydride (6.12 g, 60 mmol) in acetone (150 ml) was stirred at RT. over night. The solid was filtered off and washed with acetone (50 ml). After removal of acetone, 8.6 g of product was obtained. Yield: 100%. Reactants: ClC=1C=C(C=NC1OC(C)C)C1=NC(=NO1)C1=CC=C2C=CNC2=C1 (6-(5-{5-chloro-6-[(1-methylethyl)oxy]-3-pyridinyl}-1,2,4-oxadiazol-3-yl)-1H-indole), C(=O)(C(=O)Cl)Cl ((COCl)2), [OH-].[Na+] (NaOH), Cl (HCl). Solvent: C(Cl)Cl (DCM), C(Cl)Cl (DCM), CN(C)C=O (DMF), O (water). Reaction conditions: temperature 0 celsius, time 1 hour. The product is ClC=1C=C(C=NC1OC(C)C)C1=NC(=NO1)C1=CC=C2C(=CNC2=C1)C=O (6-(5-{5-chloro-6-[(1-methylethyl)oxy]-3-pyridinyl}-1,2,4-oxadiazol-3-yl)-1H-indole-3-carbaldehyde). RXN SMILES: [C:1](Cl)(C(Cl)=O)=[O:2].[Cl:7][C:8]1[CH:9]=[C:10]([C:18]2[O:22][N:21]=[C:20]([C:23]3[CH:31]=[C:30]4[C:26]([CH:27]=[CH:28][NH:29]4)=[CH:25][CH:24]=3)[N:19]=2)[CH:11]=[N:12][C:13]=1[O:14][CH:15]([CH3:17])[CH3:16].Cl.[OH-].[Na+]>C(Cl)Cl.O.CN(C=O)C>[Cl:7][C:8]1[CH:9]=[C:10]([C:18]2[O:22][N:21]=[C:20]([C:23]3[CH:31]=[C:30]4[C:26]([C:27]([CH:1]=[O:2])=[CH:28][NH:29]4)=[CH:25][CH:24]=3)[N:19]=2)[CH:11]=[N:12][C:13]=1[O:14][CH:15]([CH3:17])[CH3:16] |f:3.4|. Procedure: DMF (0.28 mL) was added dropwise to a solution of (COCl)2 (0.31 mL) in DCM (9 mL) at 0° C. The resulting mixture was stirred at 0° C. for 1 hour. Then a solution of 6-(5-{3-chloro-4-[(1-methylethyl)oxy]phenyl}-1,2,4-oxadiazol-3-yl)-1H-indole (D101) (1.06 g) in DCM (30 mL) was added. The reaction mixture was warmed to RT and stirred overnight. Then water and 2 M HCl was added. After stirred for 2 hours, the mixture was neutralized with 2 M aqueous NaOH solution until pH was between 8 and 9. The o... Starting materials: CC#N, COc1cc(CO)ccc1F, O=C1CCC(=O)N1Br. Yields the product COc1cc(CO)c(Br)cc1F. RXN SMILES: [CH3:20][C:21]#[N:22].[F:1][c:2]1[c:3]([O:10][CH3:11])[cH:4][c:5]([CH2:8][OH:9])[cH:6][cH:7]1.[O:12]=[C:13]1[N:14]([Br:19])[C:15](=[O:16])[CH2:17][CH2:18]1>>[F:1][c:2]1[c:3]([O:10][CH3:11])[cH:4][c:5]([CH2:8][OH:9])[c:6]([Br:19])[cH:7]1. The reactants are O=C(CBr)c1ccc(O)c(CO)c1, C1CCOC1, c1ccc(CNCCCCCCOCCCc2ccccn2)cc1. Product: O=C(CN(CCCCCCOCCCc1ccccn1)Cc1ccccc1)c1ccc(O)c(CO)c1. RXN SMILES: [Br:1][CH2:2][C:3](=[O:4])[c:5]1[cH:6][c:7]([CH2:12][OH:13])[c:8]([OH:11])[cH:9][cH:10]1.[CH2:38]1[O:39][CH2:40][CH2:41][CH2:42]1.[n:14]1[c:15]([CH2:20][CH2:21][CH2:22][O:23][CH2:24][CH2:25][CH2:26][CH2:27][CH2:28][CH2:29][NH:30][CH2:31][c:32]2[cH:33][cH:34][cH:35][cH:36][cH:37]2)[cH:16][cH:17][cH:18][cH:19]1>>[CH2:2]([C:3](=[O:4])[c:5]1[cH:6][c:7]([CH2:12][OH:13])[c:8]([OH:11])[cH:9][cH:10]1)[N:30]([CH2:29][CH2:28][CH2:27][CH2:26][CH2:25][CH2:24][O:23][CH2:22][CH2:21][CH2:20][c:15]1[n:14][cH:19][cH:18][cH:17][cH:16]1)[CH2:31][c:32]1[cH:33][cH:34][cH:35][cH:36][cH:37]1. Starting materials: CON=C(C(=O)O)c1csc2cccc(Cl)c12, CN(C)C=O, O=C(Cl)C(=O)Cl, c1ccccc1. Product: CON=C(C(=O)Cl)c1csc2cccc(Cl)c12. RXN SMILES: [CH3:1][O:2][N:3]=[C:4]([C:5](=[O:6])[OH:7])[c:8]1[cH:9][s:10][c:11]2[c:12]1[c:13]([Cl:17])[cH:14][cH:15][cH:16]2.[CH3:24][N:25]([CH3:26])[CH:27]=[O:28].[Cl:18][C:19]([C:20]([Cl:21])=[O:22])=[O:23].[cH:29]1[cH:30][cH:31][cH:32][cH:33][cH:34]1>>[CH3:1][O:2][N:3]=[C:4]([C:5](=[O:6])[Cl:18])[c:8]1[cH:9][s:10][c:11]2[c:12]1[c:13]([Cl:17])[cH:14][cH:15][cH:16]2. Reactants: Cl[C@@H]1C=2C=CC=CC2C[C@H]2N=C(O[C@H]21)C2=CC=CC=C2 ((±)-(3aR,9R, 9aR)-9-chloro-3a, 4,9,9a-tetrahydro-2-phenyl-naphth[2,3-d]oxazole), [Li] (lithium), COCCO (2-methoxyethanol). Solvent: O (water). Conditions: temperature 90 celsius. The product is C1(=CC=CC=C1)C=1O[C@@H]2[C@H](N1)CC=1C=CC=CC1C2O ((±)-(3aR,9aR)-3a,4,9,9a-Tetrahydro-2-phenyl-naphth[2,3-d]oxazol-9-ol). Reaction SMILES: Cl[C@H:2]1[C@H:14]2[C@H:10]([N:11]=[C:12]([C:15]3[CH:20]=[CH:19][CH:18]=[CH:17][CH:16]=3)[O:13]2)[CH2:9][C:8]2[CH:7]=[CH:6][CH:5]=[CH:4][C:3]1=2.[Li].C[O:23]CCO>O>[C:15]1([C:12]2[O:13][C@H:14]3[CH:2]([OH:23])[C:3]4[CH:4]=[CH:5][CH:6]=[CH:7][C:8]=4[CH2:9][C@H:10]3[N:11]=2)[CH:20]=[CH:19][CH:18]=[CH:17][CH:16]=1 |^1:20|. Procedure: To a solution of (±)-(3aR,9R, 9aR)-9-chloro-3a, 4,9,9a-tetrahydro-2-phenyl-naphth[2,3-d]oxazole (360 mg) in 2-methoxyethanol (10 ml) was added a solution of lithium hydroxyde monohydrate (67 mg) in water (2 ml). The mixture was warmed at 90° C. for 1/2 hour and the title compound was precipitated by addition of water. Filtration, washing with water and drying in vacuo gave the title compound as a yellow solid (205 mg). Starting materials: Cc1cc(C)c(C=O)c(C)c1, CC1=CN=C(C=C1)N, [C-]#[N+]C1CCCCC1. The reagents and catalysts are O=C(O)C(F)(F)F (trifluoroacetic acid). Run in CC(C)O (isopropyl alcohol), CC(C)O (isopropylalcohol). Conditions: temperature 22 celsius, time 20 hour. Yields the product Cc1cc(C)c(c(C)c1)c1c(NC2CCCCC2)n2cc(C)ccc2n1. Isolated yield 9.7%. As a reaction SMILES: CC1=CC=C(N)N=C1.[C-]#[N+]C1CCCCC1.CC1=CC(C)=C(C=O)C(C)=C1>>CC1=CN2C(C=C1)=NC(=C2NC1CCCCC1)C1=C(C)C=C(C)C=C1C.